Dataset: the Open Reaction Database (ORD), a public repository of structured organic reaction records. Task: describe an organic reaction: reactants, conditions, products, and yield The reactants are C(=O)(O)[O-].[Na+].O (NaHCO3 water), Cl.ClCCN[C@@H](CS)C(=O)O (2-chloroethyl cysteine hydrochloride), C(=O)(O)[O-].[Na+] (NaHCO3). Solvent: O (water). Yields the product Cl.N1[C@@H](CSCC1)C(=O)O ((3R)-Thiomorpholine-3-carboxylic acid hydrochloride). Reaction SMILES: Cl.[Cl:2][CH2:3][CH2:4][NH:5][C@H:6]([C:9]([OH:11])=[O:10])[CH2:7][SH:8].C([O-])(O)=O.[Na+].O.C([O-])(O)=O.[Na+]>O>[ClH:2].[NH:5]1[CH2:4][CH2:3][S:8][CH2:7][C@H:6]1[C:9]([OH:11])=[O:10] |f:0.1,2.3.4,5.6,8.9|. Procedure: 20 g of 2-chloroethyl cysteine hydrochloride was dissolved in water, added dropwise of NaHCO3 water solution containing 7.2 g of NaHCO3 in an ice bath, after the addition, the mixture was fully stirred for neutralization, extracted with ethyl acetate for three times, the organic phases were combined and dried with Na2SO4.